Dataset: the Open Reaction Database (ORD), a public repository of structured organic reaction records. Task: describe an organic reaction: reactants, conditions, products, and yield Reactants: CCC(N)c1cc(C)nc(Oc2c(C)cc(C)cc2C)c1C, CN=C=O, CC(Cl)Cl. The product is CCC(NC(=O)NC)c1cc(C)nc(Oc2c(C)cc(C)cc2C)c1C. Reaction SMILES: [CH3:1][c:2]1[c:3]([O:13][c:14]2[c:15]([CH3:22])[cH:16][c:17]([CH3:21])[cH:18][c:19]2[CH3:20])[n:4][c:5]([CH3:12])[cH:6][c:7]1[CH:8]([CH2:9][CH3:10])[NH2:11].[CH3:23][N:24]=[C:25]=[O:26].[Cl:27][CH:28]([Cl:29])[CH3:30]>>[CH3:1][c:2]1[c:3]([O:13][c:14]2[c:15]([CH3:22])[cH:16][c:17]([CH3:21])[cH:18][c:19]2[CH3:20])[n:4][c:5]([CH3:12])[cH:6][c:7]1[CH:8]([CH2:9][CH3:10])[NH:11][C:25]([NH:24][CH3:23])=[O:26]. The reactants are CC(O[Si](C)(C)C(C)(C)C)c1ncc(Cn2ncc(N)n2)o1, ClCCCl, CN(C)c1ccncc1, ClCCl, N#N, O, On1nnc2ccccc21, O=C(O)c1ncoc1-c1ccccc1. The product is CC(O[Si](C)(C)C(C)(C)C)c1ncc(Cn2ncc(NC(=O)c3ncoc3-c3ccccc3)n2)o1. As a reaction SMILES: [C:31]([CH3:32])([CH3:33])([CH3:34])[Si:35]([O:36][CH:37]([CH3:38])[c:39]1[o:40][c:41]([CH2:44][n:45]2[n:46][cH:47][c:48]([NH2:50])[n:49]2)[cH:42][n:43]1)([CH3:51])[CH3:52].[CH2:27]([Cl:28])[CH2:29][Cl:30].[CH3:56][N:57]([c:58]1[cH:59][cH:60][n:61][cH:62][cH:63]1)[CH3:64].[Cl:53][CH2:54][Cl:55].[N:1]#[N:2].[OH2:65].[OH:17][n:18]1[c:19]2[c:20]([cH:21][cH:22][cH:23][cH:24]2)[n:25][n:26]1.[c:3]1(-[c:9]2[c:10]([C:14](=[O:15])[OH:16])[n:11][cH:12][o:13]2)[cH:4][cH:5][cH:6][cH:7][cH:8]1>>[c:3]1(-[c:9]2[c:10]([C:14](=[O:16])[NH:50][c:48]3[cH:47][n:46][n:45]([CH2:44][c:41]4[o:40][c:39]([CH:37]([O:36][Si:35]([C:31]([CH3:32])([CH3:33])[CH3:34])([CH3:51])[CH3:52])[CH3:38])[n:43][cH:42]4)[n:49]3)[n:11][cH:12][o:13]2)[cH:4][cH:5][cH:6][cH:7][cH:8]1. Starting materials: NN=CC1=CC=C(C=C1)NC(=S)NCCC(=O)NCCC(=O)OCC (Ethyl β-[[3-[[[4(aminoiminomethyl)phenyl]-amino]thiocarbonyl]aminopropanoyl]amino]propanoate). Solvent: [OH-].[Li+].CO (lithium hydroxide methanol). The product is NN=CC1=CC=C(C=C1)NC(=S)NCCC(=O)NCCC(=O)O (β-[[3-[[[4(aminoiminomethyl)phenyl]amino]-thiocarbonyl]aminopropanoyl]amino]propanoic acid). RXN SMILES: [NH2:1][N:2]=[CH:3][C:4]1[CH:9]=[CH:8][C:7]([NH:10][C:11]([NH:13][CH2:14][CH2:15][C:16]([NH:18][CH2:19][CH2:20][C:21]([O:23]CC)=[O:22])=[O:17])=[S:12])=[CH:6][CH:5]=1>[OH-].[Li+].CO>[NH2:1][N:2]=[CH:3][C:4]1[CH:9]=[CH:8][C:7]([NH:10][C:11]([NH:13][CH2:14][CH2:15][C:16]([NH:18][CH2:19][CH2:20][C:21]([OH:23])=[O:22])=[O:17])=[S:12])=[CH:6][CH:5]=1 |f:1.2.3|. Reported procedure: Ethyl β-[[3-[[[4(aminoiminomethyl)phenyl]-amino]thiocarbonyl]aminopropanoyl]amino]propanoate (65 mg; 0.18 mmoles) was treated in 1N lithium hydroxide/methanol (20 ml; 1:1) for 10 min. Methanol was evaporated and the pH of the remaining mixture was adjusted to 5 with 50% acetic acid. The mixture was then purified by HPLC using a linear gradient of acetonitrile/water/0.05% trifluoro-acetic acid (0-20% acetonitrile in 30 min). Yield: 51 mg (85%). FAB-MS: MH+ =338.0.